From a dataset of the Open Reaction Database (ORD), a public repository of structured organic reaction records. describe an organic reaction: reactants, conditions, products, and yield Starting materials: NCCCNC(=O)C=1C(=NC(=NC1)NCCC1=CC=NC=C1)NCCC (N-(3-aminopropyl)-4-(propylamino)-2-((2-(pyridin-4-yl)ethyl)amino)pyrimidine-5-carboxamide), C(=O)(OC(C)(C)C)NCC(=O)O (N-Boc-glycine), Cl.C(C)N=C=NCCCN(C)C (1-ethyl-3-(3-dimethylaminopropyl)carbodiimide hydrochloride), O.ON1N=NC2=C1C=CC=C2 (1-hydroxybenzotriazole monohydrate), C(O)([O-])=O.[Na+] (sodium hydrogencarbonate). The solvent is C(C)N(CC)CC (triethylamine), CN(C=O)C (N,N-dimethylformamide), C(C)(=O)OCC (ethyl acetate). Reaction conditions: time 7 hour. Product: O=C(CNC(OC(C)(C)C)=O)NCCCNC(=O)C=1C(=NC(=NC1)NCCC1=CC=NC=C1)NCCC (tert-butyl (2-oxo-2-((3-(4-(propylamino)-2-((2-(pyridin-4-yl)ethyl)amino)pyrimidine-5-carboxamido)propyl)amino)ethyl)carbamate). Yield: 101.1%. As a reaction SMILES: [NH2:1][CH2:2][CH2:3][CH2:4][NH:5][C:6]([C:8]1[C:9]([NH:23][CH2:24][CH2:25][CH3:26])=[N:10][C:11]([NH:14][CH2:15][CH2:16][C:17]2[CH:22]=[CH:21][N:20]=[CH:19][CH:18]=2)=[N:12][CH:13]=1)=[O:7].[C:27]([NH:34][CH2:35][C:36](O)=[O:37])([O:29][C:30]([CH3:33])([CH3:32])[CH3:31])=[O:28].Cl.C(N=C=NCCCN(C)C)C.O.ON1C2C=CC=CC=2N=N1.C(=O)([O-])O.[Na+]>C(OCC)(=O)C.C(N(CC)CC)C.CN(C)C=O>[O:37]=[C:36]([NH:1][CH2:2][CH2:3][CH2:4][NH:5][C:6]([C:8]1[C:9]([NH:23][CH2:24][CH2:25][CH3:26])=[N:10][C:11]([NH:14][CH2:15][CH2:16][C:17]2[CH:22]=[CH:21][N:20]=[CH:19][CH:18]=2)=[N:12][CH:13]=1)=[O:7])[CH2:35][NH:34][C:27](=[O:28])[O:29][C:30]([CH3:32])([CH3:31])[CH3:33] |f:2.3,4.5,6.7|. Procedure: To N-(3-aminopropyl)-4-(propylamino)-2-((2-(pyridin-4-yl)ethyl)amino)pyrimidine-5-carboxamide (B4, 57 mg), N-Boc-glycine (44 mg), 1-ethyl-3-(3-dimethylaminopropyl)carbodiimide hydrochloride (127 mg) and 1-hydroxybenzotriazole monohydrate (102 mg), N,N-dimethylformamide (2 mL) and triethylamine (46 μL) were added at room temperature, and the mixture was stirred at the same temperature for 7 hours. To the reaction mixture, saturated aqueous sodium hydrogencarbonate and ethyl acetate were added. Th...